This data is from the Open Reaction Database (ORD), a public repository of structured organic reaction records. The task is: describe an organic reaction: reactants, conditions, products, and yield The reactants are CC=1N=C(SC1C1=CC=C2C(=N1)C(CCO2)=O)C=2C=NC=CC2 (6-[4-methyl-2-(3-pyridyl)thiazol-5-yl]-2,3-dihydropyrano[3,2-b]pyridin-4-one), NO.Cl (H2N—OH.HCl), CC(=O)[O-].[K+] (KOAc). Solvent: CO (methanol). The product is CON=C1CCOC=2C1=NC(=CC2)C2=C(N=C(S2)C=2C=NC=CC2)C (N-methoxy-6-[4-methyl-2-(3-pyridyl)thiazol-5-yl]-2,3-dihydropyrano[3,2-b]pyridin-4-imine). The yield is 76.9%. Reaction SMILES: [CH3:1][C:2]1[N:3]=[C:4]([C:18]2[CH:19]=[N:20][CH:21]=[CH:22][CH:23]=2)[S:5][C:6]=1[C:7]1[N:12]=[C:11]2[C:13](=O)[CH2:14][CH2:15][O:16][C:10]2=[CH:9][CH:8]=1.[NH2:24]O.Cl.C[C:28]([O-:30])=O.[K+]>CO>[CH3:28][O:30][N:24]=[C:13]1[C:11]2=[N:12][C:7]([C:6]3[S:5][C:4]([C:18]4[CH:19]=[N:20][CH:21]=[CH:22][CH:23]=4)=[N:3][C:2]=3[CH3:1])=[CH:8][CH:9]=[C:10]2[O:16][CH2:15][CH2:14]1 |f:1.2,3.4|. Procedure: 6-[4-methyl-2-(3-pyridyl)thiazol-5-yl]-2,3-dihydropyrano[3,2-b]pyridin-4-one (100 mg, 0.31 mmol), compound H2N—OH.HCl (51 mg, 0.62 mmol) and KOAc (61 mg, 0.62 mmol) were suspended in methanol (3 mL) under N2. The reaction mixture was refluxed for 18 hours and purified by chromatography on silica (Ethyl acetate) to get the pure compound as yellow solid (84 mg, 78%). 1H NMR (400 Mz, CDCl3): 2.68 (s, 3H); 2.97 (t, 2H); 4.00 (s, 3H); 4.28 (t, 2H); 7.55-7.46 (m, 2H); 7.72-7.69 (m, 1H); 8.231-8.29 (m,... Reactants: CC(C)(C)OC(=O)N1CC(C=CC(=O)O)C1, ClCCl, CCN=C=NCCCN(C)C, CNC(=O)C(Cc1ccccc1)N(C)C(=O)C(Cc1ccc2ccccc2c1)NC, Cl, On1nnc2cccnc21. Yields the product CNC(=O)C(Cc1ccccc1)N(C)C(=O)C(Cc1ccc2ccccc2c1)N(C)C(=O)C=CC1CN(C(=O)OC(C)(C)C)C1. As a reaction SMILES: [C:1]([CH3:2])([CH3:3])([CH3:4])[O:5][C:6](=[O:7])[N:8]1[CH2:9][CH:10]([CH:12]=[CH:13][C:14](=[O:15])[OH:16])[CH2:11]1.[CH2:69]([Cl:70])[Cl:71].[CH3:28][N:29]([CH3:30])[CH2:31][CH2:32][CH2:33][N:34]=[C:35]=[N:36][CH2:37][CH3:38].[CH3:39][N:40]([C:41]([CH:42]([CH2:43][c:44]1[cH:45][c:46]2[cH:47][cH:48][cH:49][cH:50][c:51]2[cH:52][cH:53]1)[NH:54][CH3:55])=[O:56])[CH:57]([CH2:58][c:59]1[cH:60][cH:61][cH:62][cH:63][cH:64]1)[C:65]([NH:66][CH3:67])=[O:68].[ClH:27].[OH:17][n:18]1[c:19]2[n:20][cH:21][cH:22][cH:23][c:24]2[n:25][n:26]1>>[C:1]([CH3:2])([CH3:3])([CH3:4])[O:5][C:6](=[O:7])[N:8]1[CH2:9][CH:10]([CH:12]=[CH:13][C:14](=[O:16])[N:54]([CH:42]([C:41]([N:40]([CH3:39])[CH:57]([CH2:58][c:59]2[cH:60][cH:61][cH:62][cH:63][cH:64]2)[C:65]([NH:66][CH3:67])=[O:68])=[O:56])[CH2:43][c:44]2[cH:45][c:46]3[cH:47][cH:48][cH:49][cH:50][c:51]3[cH:52][cH:53]2)[CH3:55])[CH2:11]1. Reactants: CCCCCCCCBr, CCCCCCCCc1ccc2c(-c3ccc(O)cc3)c(F)c(F)cc2c1F. Product: CCCCCCCCOc1ccc(-c2c(F)c(F)cc3c(F)c(CCCCCCCC)ccc23)cc1. Reaction SMILES: [CH2:29]([CH2:30][CH2:31][CH2:32][CH2:33][CH2:34][CH2:35][CH3:36])[Br:37].[F:1][c:2]1[c:3](-[c:22]2[cH:23][cH:24][c:25]([OH:28])[cH:26][cH:27]2)[c:4]2[cH:5][cH:6][c:7]([CH2:14][CH2:15][CH2:16][CH2:17][CH2:18][CH2:19][CH2:20][CH3:21])[c:8]([F:13])[c:9]2[cH:10][c:11]1[F:12]>>[F:1][c:2]1[c:3](-[c:22]2[cH:23][cH:24][c:25]([O:28][CH2:29][CH2:30][CH2:31][CH2:32][CH2:33][CH2:34][CH2:35][CH3:36])[cH:26][cH:27]2)[c:4]2[cH:5][cH:6][c:7]([CH2:14][CH2:15][CH2:16][CH2:17][CH2:18][CH2:19][CH2:20][CH3:21])[c:8]([F:13])[c:9]2[cH:10][c:11]1[F:12].